From a dataset of the Open Reaction Database (ORD), a public repository of structured organic reaction records. describe an organic reaction: reactants, conditions, products, and yield Starting materials: CNN (methylhydrazine), OC1OC(=O)C2=CC=C(C=C12)\C=C\C1=CC=C(C=C1)OC (Trans-3-Hydroxy-5-[2-(4-methoxyphenyl)ethenyl]phthalide). Run in C(C)O (ethanol). Yields the product OC1=CC=C(C=C1)/C=C/C=1C=C2C=NN(C(C2=CC1)=O)C (Trans-6-[2-(4-Hydroxyphenyl)ethenyl]-2-methyl-1(2H)-phthalazinone). Reaction SMILES: O[CH:2]1[C:11]2[C:6](=[CH:7][CH:8]=[C:9](/[CH:12]=[CH:13]/[C:14]3[CH:19]=[CH:18][C:17]([O:20]C)=[CH:16][CH:15]=3)[CH:10]=2)[C:4](=O)[O:3]1.[CH3:22][NH:23][NH2:24]>C(O)C>[OH:20][C:17]1[CH:18]=[CH:19][C:14](/[CH:13]=[CH:12]/[C:9]2[CH:10]=[C:11]3[C:6](=[CH:7][CH:8]=2)[C:4](=[O:3])[N:23]([CH3:22])[N:24]=[CH:2]3)=[CH:15][CH:16]=1. Reported procedure: Trans-3-Hydroxy-5-[2-(4-methoxyphenyl)ethenyl]phthalide (15 g) was dissolved in refluxing ethanol (85 ml) and methylhydrazine (10 ml) was added slowly. The resulting suspension was refluxed for 3 hours, then cooled and filtered to give the 2-methyl-1(2H)-phthalazinone, mp 223°-225° C. The methoxy phthalazinone (10 g) was mixed with pyridine hydrochloride (35 g) and heated to 180° C. for 10 hours. The mixture was diluted with water, filtered and washed with isopropanol to give the desired phenol ... Starting materials: CSc1nc(Cl)c2c(CCOC(C)=O)c[nH]c2n1, CO, N. Yields the product CSc1nc(Cl)c2c(CCO)c[nH]c2n1. As a reaction SMILES: [C:1](=[O:2])([CH3:3])[O:4][CH2:5][CH2:6][c:7]1[cH:8][nH:9][c:10]2[n:11][c:12]([S:17][CH3:18])[n:13][c:14]([Cl:16])[c:15]12.[CH3:20][OH:21].[NH3:19]>>[OH:4][CH2:5][CH2:6][c:7]1[cH:8][nH:9][c:10]2[n:11][c:12]([S:17][CH3:18])[n:13][c:14]([Cl:16])[c:15]12.